From a dataset of the Open Reaction Database (ORD), a public repository of structured organic reaction records. describe an organic reaction: reactants, conditions, products, and yield The reactants are ClC1=NC(=C2N=CN(C2=N1)C1C(C(C(C1)N1N=NC(=C1)CC)O)O)NCC(C1=CC=CC=C1)C1=CC=CC=C1 (3-[2-chloro-6-(2,2-diphenyl-ethylamino)-purin-9-yl]-5-(4-ethyl-[1,2,3]triazol-1-yl)-cyclopentane-1,2-diol), FC(C(=O)O)(F)F.C1(=CC=CC=C1)C(CNC1=C2N=CN(C2=NC(=N1)NCCN1CCCCC1)[C@H]1[C@@H]([C@@H]([C@H](C1)N1N=CC(=C1)CO)O)O)C1=CC=CC=C1 ((1R,2S,3R,5S)-3-[6-(2,2-diphenyl-ethylamino)-2-(2-piperidin-1-yl-ethylamino)-purin-9-yl]-5-(4-hydroxymethyl-pyrazol-1-yl)-cyclopentane-1,2-diol trifluoro-acetate), CN([C@H]1CNCC1)C ((3R)-(+)-3-(dimethylamino)pyrrolidine). Product: FC(C(=O)O)(F)F.CN([C@H]1CN(CC1)C1=NC(=C2N=CN(C2=N1)[C@H]1[C@@H]([C@@H]([C@H](C1)N1N=CC(=N1)CC)O)O)NCC(C1=CC=CC=C1)C1=CC=CC=C1)C ((1R,2S,3R,5S)-3-[2-((R)-3-Dimethylamino-pyrrolidin-1-yl)-6-(2,2-diphenyl-ethylamino)-purin-9-yl]-5-(4-ethyl-[1,2,3]triazol-2-yl)-cyclopentane-1,2-diol trifluoroacetate). RXN SMILES: Cl[C:2]1N=C2C(N=CN2C2CC(N3C=C(CC)N=N3)C(O)C2O)=C(NCC(C2C=CC=CC=2)C2C=CC=CC=2)[N:3]=1.[F:40][C:41]([F:46])([F:45])[C:42]([OH:44])=[O:43].[C:47]1([CH:53]([C:88]2[CH:93]=[CH:92][CH:91]=[CH:90][CH:89]=2)[CH2:54][NH:55][C:56]2[N:64]=[C:63](NCCN3CCCCC3)[N:62]=[C:61]3[C:57]=2[N:58]=[CH:59][N:60]3[C@@H:74]2[CH2:78][C@H:77]([N:79]3C=[C:82]([CH2:84]O)[CH:81]=[N:80]3)[C@@H:76]([OH:86])[C@H:75]2[OH:87])[CH:52]=[CH:51][CH:50]=[CH:49][CH:48]=1.[CH3:94][N:95]([CH3:101])[C@@H:96]1[CH2:100][CH2:99][NH:98][CH2:97]1>>[F:40][C:41]([F:46])([F:45])[C:42]([OH:44])=[O:43].[CH3:94][N:95]([CH3:101])[C@@H:96]1[CH2:100][CH2:99][N:98]([C:63]2[N:62]=[C:61]3[C:57]([N:58]=[CH:59][N:60]3[C@@H:74]3[CH2:78][C@H:77]([N:79]4[N:80]=[C:81]([CH2:82][CH3:84])[CH:2]=[N:3]4)[C@@H:76]([OH:86])[C@H:75]3[OH:87])=[C:56]([NH:55][CH2:54][CH:53]([C:47]3[CH:48]=[CH:49][CH:50]=[CH:51][CH:52]=3)[C:88]3[CH:89]=[CH:90][CH:91]=[CH:92][CH:93]=3)[N:64]=2)[CH2:97]1 |f:1.2,4.5|. Procedure details: This compound is prepared from 3-[2-chloro-6-(2,2-diphenyl-ethylamino)-purin-9-yl]-5-(4-ethyl-[1,2,3]triazol-1-yl)-cyclopentane-1,2-diol (Intermediate BA9) using a procedure analogous to that of (1R,2S,3R,5S)-3-[6-(2,2-diphenyl-ethylamino)-2-(2-piperidin-1-yl-ethylamino)-purin-9-yl]-5-(4-hydroxymethyl-pyrazol-1-yl)-cyclopentane-1,2-diol trifluoro-acetate (Example 461 by replacing 1-(2-amino-ethyl)piperidine with (3R)-(+)-3-(dimethylamino)pyrrolidine. MS (ES+) m/e 623.41 (MH+). The reactants are CC1=CC(=C(C(=O)OC)C(=C1)OC(C)=O)OC(C)=O (methyl 4-methyl-2,6-diacetoxybenzoate), CC1=CC(=C(C(=O)OC)C(=C1)O)O (Methyl 4-methyl-2,6-dihydroxybenzoate), ClCCl (dichloromethane), C(C)(=O)OC(C)=O (acetic anhydride), N1=CC=CC=C1 (pyridine). Yields the product Cl.NCC1=CC(=C(C(=O)OC)C(=C1)O)O (Methyl 4-Aminomethyl-2,6-dihydroxybenzoate Hydrochloride). Isolated yield 98.0%. Reaction SMILES: [CH3:1][C:2]1[CH:11]=[C:10]([OH:12])[C:5]([C:6]([O:8][CH3:9])=[O:7])=[C:4]([OH:13])[CH:3]=1.C(OC(=O)C)(=O)C.[N:21]1C=CC=CC=1.CC1C=C(OC(=O)C)C(C(OC)=O)=C(OC(=O)C)C=1.[Cl:46]CCl>>[ClH:46].[NH2:21][CH2:1][C:2]1[CH:3]=[C:4]([OH:13])[C:5]([C:6]([O:8][CH3:9])=[O:7])=[C:10]([OH:12])[CH:11]=1 |f:5.6|. Reported procedure: Methyl 4-methyl-2,6-dihydroxybenzoate (14.0 grams, 76.8 mmoles) was dissolved in anhydrous dichloromethane (250 mL) and acetic anhydride (21 mL, 223 mmoles) and anhydrous pyridine (18 mL, 223 mmoles) were added carefully. The solution was refluxed under dry nitrogen for 30 hours, then cooled to room temperature. The solution was washed twice with 1M aqueous hydrochloric acid (200 mL portions) and then with saturated aqueous sodium chloride (200 mL). The dichloromethane solution was dried over an... Reactants: C1(=CC=C(C=C1)S(=O)(=O)OCCC12CC3CC(CC(C1)C3)C2)C (2-(1-adamantyl)ethyl p-toluene-sulfonate), [I-].[Na+] (sodium iodide). The solvent is CC(CC)=O (2-butanone). The product is C12(CC3CC(CC(C1)C3)C2)CCI (2-(1-adamantyl)ethyl iodide). The yield is 57.6%. RXN SMILES: C1(C)C=CC(S(O[CH2:11][CH2:12][C:13]23[CH2:22][CH:17]4[CH2:18][CH:19]([CH2:21][CH:15]([CH2:16]4)[CH2:14]2)[CH2:20]3)(=O)=O)=CC=1.[I-:24].[Na+]>CC(=O)CC>[C:13]12([CH2:12][CH2:11][I:24])[CH2:22][CH:17]3[CH2:18][CH:19]([CH2:21][CH:15]([CH2:16]3)[CH2:14]1)[CH2:20]2 |f:1.2|. Procedure details: A solution of 2-(1-adamantyl)ethyl p-toluene-sulfonate (4.0 g) and sodium iodide (2.5 g) in 2-butanone (20 ml) is heated for 2 hours under reflux. The cooled solution is filtered and concentrated to a residue which is partitioned between dichloromethane and water. The organic layer is washed with aqueous sodium thiosulfate and water. The dried solution is evaporated to a crystalline mass which is recrystallized from ethanol to give 2-(1-adamantyl)ethyl iodide (2.0 g), m.p. 93°-94°. An analytical...